Dataset: the Open Reaction Database (ORD), a public repository of structured organic reaction records. Task: describe an organic reaction: reactants, conditions, products, and yield Starting materials: P(=O)(OC(N1C(C=C(C=C1)NC(C1=C(C=C(C=C1)C(F)(F)F)OC1=C(C=C(C=C1)F)C)=O)=O)(C(C)(C)C)C(C)(C)C)([O-])[O-] (di-tert-butyl((4-(2-(4-fluoro-2-methylphenoxy)-4-(trifluoromethyl)benzamido)-2-oxopyridin-1(2H)-yl)methyl) phosphate), C(C)(C)O (isopropyl alcohol). Run in C(C)(=O)O (acetic acid). Run at time 20 minute. The product is P(=O)(OCN1C(C=C(C=C1)NC(C1=C(C=C(C=C1)C(F)(F)F)OC1=C(C=C(C=C1)F)C)=O)=O)(O)O ((4-(2-(4-fluoro-2-methylphenoxy)-4-(trifluoromethyl)benzamido)-2-oxopyridin-1(2H)-yl)methyl dihydrogen phosphate). Isolated yield 82.7%. RXN SMILES: [P:1]([O-:43])([O-:42])([O:3][C:4](C(C)(C)C)(C(C)(C)C)[N:5]1[CH:10]=[CH:9][C:8]([NH:11][C:12](=[O:32])[C:13]2[CH:18]=[CH:17][C:16]([C:19]([F:22])([F:21])[F:20])=[CH:15][C:14]=2[O:23][C:24]2[CH:29]=[CH:28][C:27]([F:30])=[CH:26][C:25]=2[CH3:31])=[CH:7][C:6]1=[O:33])=[O:2].C(O)(C)C>C(O)(=O)C>[P:1]([OH:43])([OH:42])([O:3][CH2:4][N:5]1[CH:10]=[CH:9][C:8]([NH:11][C:12](=[O:32])[C:13]2[CH:18]=[CH:17][C:16]([C:19]([F:20])([F:22])[F:21])=[CH:15][C:14]=2[O:23][C:24]2[CH:29]=[CH:28][C:27]([F:30])=[CH:26][C:25]=2[CH3:31])=[CH:7][C:6]1=[O:33])=[O:2]. Reported procedure: To a 72 liter jacketed glass reactor fitted with an N2 inlet and a mechanical stirrer, and with a jacket temperature set at 40° C., was added di-tert-butyl((4-(2-(4-fluoro-2-methylphenoxy)-4-(trifluoromethyl)benzamido)-2-oxopyridin-1(2H)-yl)methyl) phosphate (20, 2820.9 g, 4.49 moles, 1.0 eq) and isopropyl alcohol (25.4 liters, 9.0 volumes). The mixture was stirred at 200 rpm, and acetic acid (14.1 liters, 5.0 volumes) was added, resulting in a clear solution. The clear solution was polish filte... The reactants are CC(C)(C)[O-], CS(C)=O, CCOC(=O)C(C)C(C)=O, [Cl-], CNc1c([N+](=O)[O-])ccc(Cl)c1C#N, [K+], [NH4+]. Product: CCOC(=O)C(C)(C(C)=O)c1ccc([N+](=O)[O-])c(NC)c1C#N. As a reaction SMILES: [CH3:1][C:2]([CH3:3])([O-:4])[CH3:5].[CH3:33][S:34]([CH3:35])=[O:36].[CH3:7][CH:8]([C:9](=[O:10])[O:11][CH2:12][CH3:13])[C:14](=[O:15])[CH3:16].[Cl-:31].[Cl:17][c:18]1[cH:19][cH:20][c:21]([N+:28](=[O:29])[O-:30])[c:22]([NH:26][CH3:27])[c:23]1[C:24]#[N:25].[K+:6].[NH4+:32]>>[CH3:7][C:8]([C:9](=[O:10])[O:11][CH2:12][CH3:13])([C:14](=[O:15])[CH3:16])[c:18]1[cH:19][cH:20][c:21]([N+:28](=[O:29])[O-:30])[c:22]([NH:26][CH3:27])[c:23]1[C:24]#[N:25]. The reactants are CCOC(C)=O, CCCc1ccc(OCOC)c(CO)c1. Product: CCCc1ccc(OCOC)c(C=O)c1. RXN SMILES: [CH3:16][CH2:17][O:18][C:19](=[O:20])[CH3:21].[CH3:1][O:2][CH2:3][O:4][c:5]1[c:6]([CH2:14][OH:15])[cH:7][c:8]([CH2:11][CH2:12][CH3:13])[cH:9][cH:10]1>>[CH3:1][O:2][CH2:3][O:4][c:5]1[c:6]([CH:14]=[O:15])[cH:7][c:8]([CH2:11][CH2:12][CH3:13])[cH:9][cH:10]1. The reactants are CC(C)=O, CC(c1ccc(-c2ccc(F)cc2)cc1)N1CCC(CCCO)(c2ccccc2)OC1=O, O, O=S(=O)(O)O. The product is CC(c1ccc(-c2ccc(F)cc2)cc1)N1CCC(CCC(=O)O)(c2ccccc2)OC1=O. Reaction SMILES: [CH3:39][C:40](=[O:41])[CH3:42].[F:7][c:8]1[cH:9][cH:10][c:11](-[c:14]2[cH:15][cH:16][c:17]([CH:20]([CH3:21])[N:22]3[C:23](=[O:38])[O:24][C:25]([c:28]4[cH:29][cH:30][cH:31][cH:32][cH:33]4)([CH2:34][CH2:35][CH2:36][OH:37])[CH2:26][CH2:27]3)[cH:18][cH:19]2)[cH:12][cH:13]1.[OH2:6].[S:1](=[O:2])(=[O:3])([OH:4])[OH:5]>>[OH:6][C:36]([CH2:35][CH2:34][C:25]1([c:28]2[cH:29][cH:30][cH:31][cH:32][cH:33]2)[O:24][C:23](=[O:38])[N:22]([CH:20]([c:17]2[cH:16][cH:15][c:14](-[c:11]3[cH:10][cH:9][c:8]([F:7])[cH:13][cH:12]3)[cH:19][cH:18]2)[CH3:21])[CH2:27][CH2:26]1)=[O:37].